From a dataset of the Open Reaction Database (ORD), a public repository of structured organic reaction records. describe an organic reaction: reactants, conditions, products, and yield Reactants: CN1CCc2ccc(N)cc21, CI, CC(C)=O, [K+], [K+], O=[N+]([O-])c1ccc2c(c1)NCC2, O=C([O-])[O-]. Yields the product CN1CCc2ccc([N+](=O)[O-])cc21. Reaction SMILES: [CH3:1][N:2]1[c:3]2[c:4]([cH:5][cH:6][c:7]([NH2:8])[cH:9]2)[CH2:10][CH2:11]1.[CH3:24][I:25].[CH3:32][C:33](=[O:34])[CH3:35].[K+:26].[K+:27].[N+:12](=[O:13])([O-:14])[c:15]1[cH:16][cH:17][c:18]2[c:22]([cH:23]1)[NH:21][CH2:20][CH2:19]2.[O-:28][C:29]([O-:30])=[O:31]>>[CH3:1][N:21]1[CH2:20][CH2:19][c:18]2[cH:17][cH:16][c:15]([N+:12](=[O:13])[O-:14])[cH:23][c:22]21. Starting materials: C(C)OC(CSCC1=[N+](C=CC(=C1C)OC)C=1NC2=C(N1)C=CC(=C2)C(F)(F)F)(C)C (2-[((2-ethoxy-2-methylpropyl)thio]methyl]-4-methoxy-3-methyl-1-[5-(trifluoromethyl)-2-benzimidazolyl]pyridinium), CS(=O)(=O)O (methanesulfonic acid). Solvent: CO (methanol). Yields the product CS(=O)(=O)[O-].C(C)OC(CSCC1=[N+](C=CC(=C1C)OC)C=1NC2=C(N1)C=CC(=C2)C(F)(F)F)(C)C (2-[[(2-ethoxy-2-methylpropyl)thio]methyl]-4-methoxy-3-methyl-1-[5-(trifluoromethyl)-2-benzimidazolyl]pyridinium methanesulfonate). Reaction SMILES: [CH2:1]([O:3][C:4]([CH3:31])([CH3:30])[CH2:5][S:6][CH2:7][C:8]1[C:13]([CH3:14])=[C:12]([O:15][CH3:16])[CH:11]=[CH:10][N+:9]=1[C:17]1[NH:18][C:19]2[CH:25]=[C:24]([C:26]([F:29])([F:28])[F:27])[CH:23]=[CH:22][C:20]=2[N:21]=1)[CH3:2].[CH3:32][S:33]([OH:36])(=[O:35])=[O:34]>CO>[CH3:32][S:33]([O-:36])(=[O:35])=[O:34].[CH2:1]([O:3][C:4]([CH3:30])([CH3:31])[CH2:5][S:6][CH2:7][C:8]1[C:13]([CH3:14])=[C:12]([O:15][CH3:16])[CH:11]=[CH:10][N+:9]=1[C:17]1[NH:18][C:19]2[CH:25]=[C:24]([C:26]([F:28])([F:27])[F:29])[CH:23]=[CH:22][C:20]=2[N:21]=1)[CH3:2] |f:3.4|. Procedure details: 450 mg of intramolecularly deprotonized 2-[((2-ethoxy-2-methylpropyl)thio]methyl]-4-methoxy-3-methyl-1-[5-(trifluoromethyl)-2-benzimidazolyl]pyridinium cation were dissolved in methanol and treated with 110 mg of methanesulfonic acid. The solution was concentrated several times while adding n-hexane each time. The residue was crystallized from tert. butyl methyl ether. The 2-[[(2-ethoxy-2-methylpropyl)thio]methyl]-4-methoxy-3-methyl-1-[5-(trifluoromethyl)-2-benzimidazolyl]pyridinium methanesulfo... Starting materials: CC(C)(C)OC(=O)CBr, O=C([O-])[O-], CCc1cc2c(O)cccc2n1Cc1ccccc1, [Cs+], [Cs+], CN(C)C=O, O. The product is CCc1cc2c(OCC(=O)OC(C)(C)C)cccc2n1Cc1ccccc1. RXN SMILES: [Br:26][CH2:27][C:28](=[O:29])[O:30][C:31]([CH3:32])([CH3:33])[CH3:34].[C:20](=[O:21])([O-:22])[O-:23].[CH2:1]([CH3:2])[c:3]1[n:4]([CH2:13][c:14]2[cH:15][cH:16][cH:17][cH:18][cH:19]2)[c:5]2[cH:6][cH:7][cH:8][c:9]([OH:12])[c:10]2[cH:11]1.[Cs+:24].[Cs+:25].[O:35]=[CH:36][N:37]([CH3:38])[CH3:39].[OH2:40]>>[CH2:1]([CH3:2])[c:3]1[n:4]([CH2:13][c:14]2[cH:15][cH:16][cH:17][cH:18][cH:19]2)[c:5]2[cH:6][cH:7][cH:8][c:9]([O:12][CH2:27][C:28](=[O:29])[O:30][C:31]([CH3:32])([CH3:33])[CH3:34])[c:10]2[cH:11]1.